This data is from the Open Reaction Database (ORD), a public repository of structured organic reaction records. The task is: describe an organic reaction: reactants, conditions, products, and yield The reactants are ClC1=CC=C(C=C1)C=1ON=C2C1C=CC=C2C (3-(4-chlorophenyl)-7-methyl-2,1-benzisoxazole), BrN1C(CCC1=O)=O (N-bromosuccinimide). The reagents and catalysts are C(C1=CC=CC=C1)(=O)OOC(C1=CC=CC=C1)=O (dibenzoylperoxide). Solvent: C(Cl)(Cl)(Cl)Cl (carbon tetrachloride). Yields the product ClC1=CC=C(C=C1)C=1ON=C2C1C=CC=C2CBr (3-(4-Chlorophenyl)-7-(bromomethyl)-2,1-benzisoxazole). Yield: 57.2%. As a reaction SMILES: [Cl:1][C:2]1[CH:7]=[CH:6][C:5]([C:8]2[O:9][N:10]=[C:11]3[C:16]([CH3:17])=[CH:15][CH:14]=[CH:13][C:12]=23)=[CH:4][CH:3]=1.[Br:18]N1C(=O)CCC1=O>C(OOC(=O)C1C=CC=CC=1)(=O)C1C=CC=CC=1.C(Cl)(Cl)(Cl)Cl>[Cl:1][C:2]1[CH:3]=[CH:4][C:5]([C:8]2[O:9][N:10]=[C:11]3[C:16]([CH2:17][Br:18])=[CH:15][CH:14]=[CH:13][C:12]=23)=[CH:6][CH:7]=1. Procedure: A mixture of 15.7 g (0.065 mole) of 3-(4-chlorophenyl)-7-methyl-2,1-benzisoxazole, 11.6 g (0.065 mole) of N-bromosuccinimide, 0.5 g of dibenzoylperoxide and 400 ml of carbon tetrachloride was heated at reflux while being illuminated by a flood lamp for 3 hr. The mixture was filtered and the filtrate was concentrated to give a solid as residue. The solid was recrystallized three times from acetonitrile to yield 12.0 g (58%) of crystals, m.p. 153°-155° C. Reactants: BrCc1ccc(Br)cc1, CC1(CO)CCn2cc([N+](=O)[O-])nc2O1, [H-], [Na+]. The product is CC1(COCc2ccc(Br)cc2)CCn2cc([N+](=O)[O-])nc2O1. Reaction SMILES: [Br:16][c:17]1[cH:18][cH:19][c:20]([CH2:21][Br:22])[cH:23][cH:24]1.[CH3:1][C:2]1([CH2:14][OH:15])[CH2:3][CH2:4][n:5]2[c:6]([n:8][c:9]([N+:11](=[O:12])[O-:13])[cH:10]2)[O:7]1.[H-:26].[Na+:25]>>[CH3:1][C:2]1([CH2:14][O:15][CH2:21][c:20]2[cH:19][cH:18][c:17]([Br:16])[cH:24][cH:23]2)[CH2:3][CH2:4][n:5]2[c:6]([n:8][c:9]([N+:11](=[O:12])[O-:13])[cH:10]2)[O:7]1. Reactants: Cn1cc(Br)cc(Nc2ccc(N3CCNCC3)cn2)c1=O, CC(=O)O, CC(C)=O, CO, O. Product: CC(C)N1CCN(c2ccc(Nc3cc(Br)cn(C)c3=O)nc2)CC1. RXN SMILES: [Br:1][c:2]1[cH:3][c:4]([NH:10][c:11]2[n:12][cH:13][c:14]([N:17]3[CH2:18][CH2:19][NH:20][CH2:21][CH2:22]3)[cH:15][cH:16]2)[c:5](=[O:9])[n:6]([CH3:8])[cH:7]1.[C:28]([OH:29])(=[O:30])[CH3:31].[CH3:23][C:24]([CH3:25])=[O:26].[CH3:32][OH:33].[OH2:27]>>[Br:1][c:2]1[cH:3][c:4]([NH:10][c:11]2[n:12][cH:13][c:14]([N:17]3[CH2:18][CH2:19][N:20]([CH:24]([CH3:23])[CH3:25])[CH2:21][CH2:22]3)[cH:15][cH:16]2)[c:5](=[O:9])[n:6]([CH3:8])[cH:7]1. Starting materials: OCCCC#CC1=CC=C(C=C1)C[C@@H](C(=O)O)OC ((2S)-3-[4-(5-hydroxy-pent-1-ynyl)-phenyl]-2-methoxy-propionic acid), O(C1=CC=CC=C1)C1=CC=C(C=C1)O (4-phenoxyphenol). The product is CO[C@H](C(=O)O)CC1=CC=C(C=C1)C#CCCCOC1=CC=C(C=C1)OC1=CC=CC=C1 ((2S)-2-Methoxy-3-{4-[5-(4-phenoxy-phenoxy)-pent-1-ynyl]-phenyl}-propionic acid). RXN SMILES: [OH:1][CH2:2][CH2:3][CH2:4][C:5]#[C:6][C:7]1[CH:12]=[CH:11][C:10]([CH2:13][C@H:14]([O:18][CH3:19])[C:15]([OH:17])=[O:16])=[CH:9][CH:8]=1.[O:20]([C:27]1[CH:32]=[CH:31][C:30](O)=[CH:29][CH:28]=1)[C:21]1[CH:26]=[CH:25][CH:24]=[CH:23][CH:22]=1>>[CH3:19][O:18][C@@H:14]([CH2:13][C:10]1[CH:9]=[CH:8][C:7]([C:6]#[C:5][CH2:4][CH2:3][CH2:2][O:1][C:30]2[CH:31]=[CH:32][C:27]([O:20][C:21]3[CH:26]=[CH:25][CH:24]=[CH:23][CH:22]=3)=[CH:28][CH:29]=2)=[CH:12][CH:11]=1)[C:15]([OH:17])=[O:16]. Procedure: The title compound was prepared from (2S)-3-[4-(5-hydroxy-pent-1-ynyl)-phenyl]-2-methoxy-propionic acid (Example 21, Step A) and 4-phenoxyphenol via the standard Mitsunobu coupling-hydrolysis procedure (Standard Procedure A) to produce a white oily solid. 1H-NMR (200.15 MHz, CDCl3): δ 7.26–7.19 (m, 4H), 7.07 (d, 2H, J=8.3), 6.98–6.78 (m, 7H), 4.01 (t, 2H, J=5.9), 3.91 (dd, 1H, J=7.3, 4.3), 3.30 (s, 3H), 3.05 (dd, 1H, J=14.2, 4.3), 2.90 (dd, 1H, J=14.2, 7.5), 2.54 (t, 2H, J=6.7), 1.98 (qn, 2H, J=... Reactants: NC1=C2N=C3C4=C(C5=C(C3=NC2=CC=C1)C=CC=C5)C=CC=C4 (10-aminodibenzo(A,C)phenazine), FC1=CC=C(C=C1)[N+](=O)[O-] (4-fluoronitrobenzene), CS(=O)C (dimethylsulfoxide), C(C)(C)(C)O[K] (t-butoxy potassium). Run in O (water). Conditions: time 24 hour. Yields the product [N+](=O)([O-])C1=CC=C(C=C1)N1C=2C3=C(C4=C(C2NC2=CC=CC(=C12)N)C=CC=C4)C=CC=C3 (N-4-nitrophenyl-10-aminodibenzo(A,C)phenazine). RXN SMILES: [NH2:1][C:2]1[CH:15]=[CH:14][CH:13]=[C:12]2[C:3]=1[N:4]=[C:5]1[C:10](=[N:11]2)[C:9]2[CH:16]=[CH:17][CH:18]=[CH:19][C:8]=2[C:7]2[CH:20]=[CH:21][CH:22]=[CH:23][C:6]1=2.F[C:25]1[CH:30]=[CH:29][C:28]([N+:31]([O-:33])=[O:32])=[CH:27][CH:26]=1.CS(C)=O.C(O[K])(C)(C)C>O>[N+:31]([C:28]1[CH:29]=[CH:30][C:25]([N:4]2[C:3]3[C:12](=[CH:13][CH:14]=[CH:15][C:2]=3[NH2:1])[NH:11][C:10]3[C:9]4[CH:16]=[CH:17][CH:18]=[CH:19][C:8]=4[C:7]4[CH:20]=[CH:21][CH:22]=[CH:23][C:6]=4[C:5]2=3)=[CH:26][CH:27]=1)([O-:33])=[O:32]. Reported procedure: While agitating 10.0 g (34 mmol) of 10-aminodibenzo(A,C)phenazine, 4.8 g (34 mmol) of 4-fluoronitrobenzene and 500 ml of dimethylsulfoxide, 19.4 g (173 mmol) of t-butoxy potassium was gently added. After completion of the addition, the reaction container was charged with nitrogen, followed by agitation at room temperature for 24 hours. After completion of the reaction, 500 ml of water was added while cooling, after which the reaction solution was filtered to obtain a filtration residue. The thus... Procedure: As displayed in FIG. 2, the recombination process 290 reverses the effects of the differentiation process 120. The output of the inverse transform stage 260 may be the sequence of differential images starting with the base quality scale image GS denoted as {GS, GS−1, . . . GC} where the G's are not exactly the same as the original images IS etc. since they have undergone lossy transformations. GS is scaled up to yield a higher scale image HS−1. The reconstructed FS−1, the approximation to IS−1, ... Reaction SMILES: CC1CC[C@@]([C@]2(C)C(CO)=CC(=O)C2)(C)[C@@H](O)C=1.CC(C1[C@H]2[C@@H]3CO[C@H]([C@@H]2O)[C@]2(C(=O)N(OC)C4C=C(OC)C=CC2=4)C[C@@H]3N=1)=O.[CH3:47][CH2:48][C@@H:49]([C@@H:51]1[NH:91][C:89](=[O:90])[C@H:88]2[N:84]([CH2:85][CH2:86][CH2:87]2)[C:82](=[O:83])[C@H:81]([CH:92]([CH3:94])[CH3:93])[NH:80][C:78](=[O:79])[C@H:77]([CH2:95][C:96]2[CH:101]=[CH:100][C:99]([OH:102])=[CH:98][CH:97]=2)[NH:76][C:74](=[O:75])[C@H:73]2[N:69]([CH2:70][CH2:71][CH2:72]2)[C:67](=[O:68])[C@H:66]2[N:62]([CH2:63][CH2:64][CH2:65]2)[C:60](=[O:61])[C@H:59]([C@H:103]([CH2:105][CH3:106])[CH3:104])[NH:58][C:56](=[O:57])[C@H:55]([C@H:107]([CH2:109][CH3:110])[CH3:108])[NH:54][C:52]1=[O:53])[CH3:50].CC(N1COC2C(OC)=CC=CC=2C1)C1C=CC=CC=1>>[CH3:47][CH2:48][C@@H:49]([C@@H:51]1[NH:91][C:89](=[O:90])[C@H:88]2[N:84]([CH2:85][CH2:86][CH2:87]2)[C:82](=[O:83])[C@H:81]([CH:92]([CH3:94])[CH3:93])[NH:80][C:78](=[O:79])[C@H:77]([CH2:95][C:96]2[CH:97]=[CH:98][C:99]([OH:102])=[CH:100][CH:101]=2)[NH:76][C:74](=[O:75])[C@H:73]2[N:69]([CH2:70][CH2:71][CH2:72]2)[C:67](=[O:68])[C@H:66]2[N:62]([CH2:63][CH2:64][CH2:65]2)[C:60](=[O:61])[C@H:59]([C@H:103]([CH2:105][CH3:106])[CH3:104])[NH:58][C:56](=[O:57])[C@H:55]([C@H:107]([CH2:109][CH3:110])[CH3:108])[NH:54][C:52]1=[O:53])[CH3:50] |f:1.2|. Yields the product CC[C@H](C)[C@H]1C(=O)N[C@H](C(=O)N[C@H](C(=O)N2CCC[C@H]2C(=O)N3CCC[C@H]3C(=O)N[C@H](C(=O)N[C@H](C(=O)N4CCC[C@H]4C(=O)N1)C(C)C)CC5=CC=C(C=C5)O)[C@@H](C)CC)[C@@H](C)CC (HS−1). Starting materials: CC1=C[C@@H]([C@@](CC1)(C)[C@]2(CC(=O)C=C2CO)C)O (FS−1), CC(=O)C1=N[C@H]2C[C@@]3([C@H]4[C@@H]([C@@H]1[C@@H]2CO4)O)C5=C(C=C(C=C5)OC)N(C3=O)OC.CC[C@H](C)[C@H]1C(=O)N[C@H](C(=O)N[C@H](C(=O)N2CCC[C@H]2C(=O)N3CCC[C@H]3C(=O)N[C@H](C(=O)N[C@H](C(=O)N4CCC[C@H]4C(=O)N1)C(C)C)CC5=CC=C(C=C5)O)[C@@H](C)CC)[C@@H](C)CC (GS−1 HS−1), CC(C1=CC=CC=C1)N2CC3=C(C(=CC=C3)OC)OC2 (FS−2), ( 2 ), CC1=C[C@@H]([C@@](CC1)(C)[C@]2(CC(=O)C=C2CO)C)O (FS−1). The reactants are BrCCCCCBr (1,5-dibromopentane), ClC=1C=NC=C(C1NC1=CC(OC2=C(C(=CC=C12)OC)O)=O)Cl (4-(3,5-dichloropyridin-4-ylamino)-8-hydroxy-7-methoxy-2H-chromen-2-one). Yields the product BrCCCCCOC=1C(=CC=C2C(=CC(OC12)=O)NC1=C(C=NC=C1Cl)Cl)OC (8-(5-Bromopentyloxy)-4-(3,5-dichloropyridin-4-ylamino)-7-methoxy-2H-chromen-2-one). As a reaction SMILES: Br[CH2:2][CH2:3][CH2:4][CH2:5][CH2:6][Br:7].[Cl:8][C:9]1[CH:10]=[N:11][CH:12]=[C:13]([Cl:30])[C:14]=1[NH:15][C:16]1[C:25]2[C:20](=[C:21]([OH:28])[C:22]([O:26][CH3:27])=[CH:23][CH:24]=2)[O:19][C:18](=[O:29])[CH:17]=1>>[Br:7][CH2:6][CH2:5][CH2:4][CH2:3][CH2:2][O:28][C:21]1[C:22]([O:26][CH3:27])=[CH:23][CH:24]=[C:25]2[C:20]=1[O:19][C:18](=[O:29])[CH:17]=[C:16]2[NH:15][C:14]1[C:13]([Cl:30])=[CH:12][N:11]=[CH:10][C:9]=1[Cl:8]. Procedure details: The title compound was prepared from 1,5-dibromopentane and 4-(3,5-dichloropyridin-4-ylamino)-8-hydroxy-7-methoxy-2H-chromen-2-one (Example 29) following the procedure outlined in Example 25. 1H NMR (400 MHz, DMSO-d6): δ 9.53 (s, 1H), 8.83 (s, 2H), 7.96 (d, 1H), 7.22 (d, 1H), 4.66 (s, 1H), 4.01 (t, 2H), 3.94 (s, 3H), 3.57 (t, 2H), 1.88 (m, 2H), 1.72 (m, 2H), 1.62 (m, 2H); MS (ESI): 500.7. The reactants are Cn1cc(-c2ccc3nnc(S)n3n2)cn1, O=C(C=Cc1ccccc1)C=Cc1ccccc1, O=C(C=Cc1ccccc1)C=Cc1ccccc1, CCN(C(C)C)C(C)C, O=C(C=Cc1ccccc1)C=Cc1ccccc1, ClCCl, Cn1cc2cc(I)ccc2n1, CN(C)C=O, [Pd], [Pd], CC1(C)c2cccc(P(c3ccccc3)c3ccccc3)c2Oc2c(P(c3ccccc3)c3ccccc3)cccc21. Yields the product Cn1cc(-c2ccc3nnc(Sc4ccc5nn(C)cc5c4)n3n2)cn1. As a reaction SMILES: [CH3:1][n:2]1[n:3][cH:4][c:5](-[c:7]2[cH:8][cH:9][c:10]3[n:11]([n:12]2)[c:13]([SH:16])[n:14][n:15]3)[cH:6]1.[CH:107](=[CH:108][C:109]([CH:110]=[CH:111][c:112]1[cH:113][cH:114][cH:115][cH:116][cH:117]1)=[O:118])[c:119]1[cH:120][cH:121][cH:122][cH:123][cH:124]1.[CH:125](=[CH:126][C:127]([CH:128]=[CH:129][c:130]1[cH:131][cH:132][cH:133][cH:134][cH:135]1)=[O:136])[c:137]1[cH:138][cH:139][cH:140][cH:141][cH:142]1.[CH:70]([N:71]([CH:72]([CH3:73])[CH3:74])[CH2:75][CH3:76])([CH3:77])[CH3:78].[CH:89](=[CH:90][C:91]([CH:92]=[CH:93][c:94]1[cH:95][cH:96][cH:97][cH:98][cH:99]1)=[O:100])[c:101]1[cH:102][cH:103][cH:104][cH:105][cH:106]1.[Cl:84][CH2:85][Cl:86].[I:17][c:18]1[cH:19][c:20]2[cH:21][n:22]([CH3:27])[n:23][c:24]2[cH:25][cH:26]1.[O:79]=[CH:80][N:81]([CH3:82])[CH3:83].[Pd:87].[Pd:88].[c:28]1([P:29]([c:30]2[cH:31][cH:32][cH:33][cH:34][cH:35]2)[c:36]2[c:37]3[c:61]([cH:62][cH:63][cH:64]2)[C:58]([CH3:59])([CH3:60])[c:40]2[c:39]([c:44]([P:45]([c:46]4[cH:47][cH:48][cH:49][cH:50][cH:51]4)[c:52]4[cH:53][cH:54][cH:55][cH:56][cH:57]4)[cH:43][cH:42][cH:41]2)[O:38]3)[cH:65][cH:66][cH:67][cH:68][cH:69]1>>[CH3:1][n:2]1[n:3][cH:4][c:5](-[c:7]2[cH:8][cH:9][c:10]3[n:11]([n:12]2)[c:13]([S:16][c:18]2[cH:19][c:20]4[cH:21][n:22]([CH3:27])[n:23][c:24]4[cH:25][cH:26]2)[n:14][n:15]3)[cH:6]1.